From a dataset of the Open Reaction Database (ORD), a public repository of structured organic reaction records. describe an organic reaction: reactants, conditions, products, and yield The reactants are O=C([O-])[O-], CC#N, CC1(C)OB(c2ccc(OC(F)F)c(C(N)=O)c2)OC1(C)C, [K+], [K+], O. The product is CNC(=O)c1cc(B2OC(C)(C)C(C)(C)O2)ccc1OC(F)F. Reaction SMILES: [C:1](=[O:2])([O-:3])[O-:4].[C:30](#[N:31])[CH3:32].[F:7][CH:8]([O:9][c:10]1[c:11]([C:12](=[O:13])[NH2:14])[cH:15][c:16]([B:19]2[O:20][C:21]([CH3:26])([CH3:27])[C:22]([CH3:24])([CH3:25])[O:23]2)[cH:17][cH:18]1)[F:28].[K+:5].[K+:6].[OH2:29]>>[CH3:1][NH:14][C:12]([c:11]1[c:10]([O:9][CH:8]([F:7])[F:28])[cH:18][cH:17][c:16]([B:19]2[O:20][C:21]([CH3:26])([CH3:27])[C:22]([CH3:24])([CH3:25])[O:23]2)[cH:15]1)=[O:13]. Reactants: S(C)(=O)(=O)[O-] (mesylate), C([O-])([O-])=O.[K+].[K+] (potassium carbonate), CN(C=O)C (N,N-dimethylformamide), C(C)(C)(C)C=1N=C(SC1)C=1OC2=C(C1)C=C(C=C2)CN2C=C(C1=CC(=CC=C21)O)C#N (1-{[2-(4-tert-butylthiazol-2-yl]benzofuran-5-yl]methyl}-5-hydroxyindole-3-carbonitrile), Cl (hydrochloric acid). Solvent: O (water). Product: C(C)(C)(C)C=1N=C(SC1)C=1OC2=C(C1)C=C(C=C2)CN2C=C(C1=CC(=CC=C21)OCC(C)(C)C(=O)OC)C#N (1-{[2-(4-tert-butylthiazol-2-yl)benzofuran-5-yl]methyl}-5-(2-methoxycarbonyl-2-methylpropoxy)indole-3-carbonitrile). RXN SMILES: [C:1]([C:5]1[N:6]=[C:7]([C:10]2[O:11][C:12]3[CH:18]=[CH:17][C:16]([CH2:19][N:20]4[C:28]5[C:23](=[CH:24][C:25]([OH:29])=[CH:26][CH:27]=5)[C:22]([C:30]#[N:31])=[CH:21]4)=[CH:15][C:13]=3[CH:14]=2)[S:8][CH:9]=1)([CH3:4])([CH3:3])[CH3:2].S([O-])(=O)(=O)C.[C:37](=[O:40])([O-])[O-].[K+].[K+].Cl.CN(C)[CH:46]=[O:47]>O>[C:1]([C:5]1[N:6]=[C:7]([C:10]2[O:11][C:12]3[CH:18]=[CH:17][C:16]([CH2:19][N:20]4[C:28]5[C:23](=[CH:24][C:25]([O:29][CH2:2][C:1]([C:37]([O:47][CH3:46])=[O:40])([CH3:4])[CH3:3])=[CH:26][CH:27]=5)[C:22]([C:30]#[N:31])=[CH:21]4)=[CH:15][C:13]=3[CH:14]=2)[S:8][CH:9]=1)([CH3:4])([CH3:2])[CH3:3] |f:2.3.4|. Procedure: Methansulfonyl chloride (0.13 ml) was added to the solution of methyl 3-hydroxy-2,2-dimethylpropionate (0.13 g) and triethylamine (0.28 ml) in dichloromethane over 20 minutes at -40° C. After 1 hour, the reaction mixture was allowed to warm to room temperature and concentrated under reduced pressure. The residue was partitioned between aqueous sodium hydrogen carbonate solution and ethyl acetate, and the ethyl acetate layer was washed with brine, dried over magnesium sulfate and evaporated under... The reactants are ClC(=O)[O-] (chloroformate), NC=1C=C2C(=NC1)N=C(N2)C=2C=C(C=CC2Cl)NC(=O)C=2OC(=CC2)F (N-(3-[6-amino-1H-imidazo[4,5-b]pyridin-2-yl]-4-chlorophenyl)-5-fluorofuran-2-carboxamide), ClC(=O)OC(C)C (isopropyl chloroformate). As a reaction SMILES: [NH2:1][C:2]1[CH:3]=[C:4]2[NH:10][C:9]([C:11]3[CH:12]=[C:13]([NH:18][C:19]([C:21]4[O:22][C:23]([F:26])=[CH:24][CH:25]=4)=[O:20])[CH:14]=[CH:15][C:16]=3[Cl:17])=[N:8][C:5]2=[N:6][CH:7]=1.Cl[C:28]([O:30][CH:31]([CH3:33])[CH3:32])=[O:29].ClC([O-])=O>N1C=CC=CC=1>[CH:31]([O:30][C:28](=[O:29])[NH:1][C:2]1[CH:3]=[C:4]2[NH:10][C:9]([C:11]3[CH:12]=[C:13]([NH:18][C:19]([C:21]4[O:22][C:23]([F:26])=[CH:24][CH:25]=4)=[O:20])[CH:14]=[CH:15][C:16]=3[Cl:17])=[N:8][C:5]2=[N:6][CH:7]=1)([CH3:33])[CH3:32]. Solvent: N1=CC=CC=C1 (pyridine). Procedure details: The 6-amino imidazopyridine 1-9 (900 mg) was placed in pyridine at 0° C. and isopropyl chloroformate (1M in toluene, 1 eq) was added dropwise. Batches of 100 μl of chloroformate were added until no starting material was detected by LC-MS. The pyridine was evaporated and the residue was purified by ISCO (gradient AcOEt/Hexane) to yield the desired product as an off white powder (360 mg). Product: C(C)(C)OC(NC=1C=C2C(=NC1)N=C(N2)C2=C(C=CC(=C2)NC(=O)C=2OC(=CC2)F)Cl)=O (isopropyl(2-(2-chloro-5-(5-fluorofuran-2-carboxamido)phenyl)-1H-imidazo[4,5-b]pyridin-6-yl)carbamate), powder. The reactants are C(C)(C)(C)C1=CC(=NO1)NC(=O)NC1=CC(=CC=C1)O (1-(5-tert-butylisoxazol-3-yl)-3-(3-hydroxyphenyl)urea), OC1=NC=NC2=CC=C(C=C12)C (4-hydroxy-6-methylquinazoline). The product is title compound, C(C)(C)(C)C1=CC(=NO1)NC(=O)NC1=CC(=CC=C1)OC1=NC=NC2=CC=C(C=C12)C (1-(5-tert-butylisoxazol-3-yl)-3-(3-(6-methylquinazolin-4-yloxy)phenyl)urea). As a reaction SMILES: [C:1]([C:5]1[O:9][N:8]=[C:7]([NH:10][C:11]([NH:13][C:14]2[CH:19]=[CH:18][CH:17]=[C:16]([OH:20])[CH:15]=2)=[O:12])[CH:6]=1)([CH3:4])([CH3:3])[CH3:2].O[C:22]1[C:31]2[C:26](=[CH:27][CH:28]=[C:29]([CH3:32])[CH:30]=2)[N:25]=[CH:24][N:23]=1>>[C:1]([C:5]1[O:9][N:8]=[C:7]([NH:10][C:11]([NH:13][C:14]2[CH:19]=[CH:18][CH:17]=[C:16]([O:20][C:22]3[C:31]4[C:26](=[CH:27][CH:28]=[C:29]([CH3:32])[CH:30]=4)[N:25]=[CH:24][N:23]=3)[CH:15]=2)=[O:12])[CH:6]=1)([CH3:4])([CH3:2])[CH3:3]. Procedure details: The title compound was prepared using 1-(5-tert-butylisoxazol-3-yl)-3-(3-hydroxyphenyl)urea from Example 1A (83 mg, 0.3 mmol) and 4-hydroxy-6-methylquinazoline from the previous step (53 mg, 0.3 mmol) according to the procedure described in Example 1B Step 1 to afford 1-(5-tert-butylisoxazol-3-yl)-3-(3-(6-methylquinazolin-4-yloxy)phenyl)urea. The reactants are C(C)(C)(C)N=NC(CCC(=O)O)(C)C#N (4-t-butylazo-4-cyanovaleric acid), S(=O)(Cl)Cl (thionyl chloride). Run in C1=CC=CC=C1 (benzene). Run at time 4 hour. Product: C(C)(C)(C)N=NC(CCC(=O)Cl)(C)C#N (4-t-butylazo-4-cyanovaleryl chloride). The yield is 98.8%. RXN SMILES: [C:1]([N:5]=[N:6][C:7]([C:14]#[N:15])([CH3:13])[CH2:8][CH2:9][C:10](O)=[O:11])([CH3:4])([CH3:3])[CH3:2].S(Cl)([Cl:18])=O>C1C=CC=CC=1>[C:1]([N:5]=[N:6][C:7]([C:14]#[N:15])([CH3:13])[CH2:8][CH2:9][C:10]([Cl:18])=[O:11])([CH3:4])([CH3:3])[CH3:2]. Reported procedure: Into a 25 ml round bottom flask was weighed 5 grams (0.0237 mole) of 4-t-butylazo-4-cyanovaleric acid and then 15 ml. of benzene and 2 ml. of thionyl chloride were added. The acid dissolved and the solution was stirred for 4 hours at 25° C. ± 2° C. (protected from the atmosphere by a CaCl2 tube). At the end of the stirring period the benzene and excess thionyl chloride were evaporated under reduced pressure leaving 5.35 grams (98.8% yield) of 4-t-butylazo-4-cyanovaleryl chloride. Procedure details: Heat a mixture of 5.0 gm. of 2-cyano-6.11-dihydro-11-oxodibenz[b,e]oxepin and 4.0 gm. of Raney nickel alloy in 60 ml. of 75% (v/v) aqueous formic acid at reflux for 1.5 hours. Cool to room temperature and filter. Concentrate to small volume and extract with methylene chloride. Wash the extract with water and with 1 N sodium bicarbonate until neutral. Dry the neutral extract over sodium sulfate and concentrate to dryness to obtain the title product. RXN SMILES: [C:1]([C:3]1[CH:18]=[CH:17][C:6]2[O:7][CH2:8][C:9]3[CH:16]=[CH:15][CH:14]=[CH:13][C:10]=3[C:11](=[O:12])[C:5]=2[CH:4]=1)#N.C(O)=[O:20]>[Ni]>[O:12]=[C:11]1[C:10]2[CH:13]=[CH:14][CH:15]=[CH:16][C:9]=2[CH2:8][O:7][C:6]2[CH:17]=[CH:18][C:3]([CH:1]=[O:20])=[CH:4][C:5]1=2. Reactants: C(#N)C1=CC2=C(OCC3=C(C2=O)C=CC=C3)C=C1 (2-cyano-6.11-dihydro-11-oxodibenz[b,e]oxepin), C(=O)O (formic acid). The reagents and catalysts are [Ni] (Raney nickel). The product is O=C1C2=C(OCC3=C1C=CC=C3)C=CC(=C2)C=O (6,11-Dihydro-11-oxodibenz[b,e]oxepin-2-carboxaldehyde).